Dataset: the Open Reaction Database (ORD), a public repository of structured organic reaction records. Task: describe an organic reaction: reactants, conditions, products, and yield Starting materials: CC1(C=2C=CC(=CC2C(=CC1)C1=CC=C(C=C1)C)C#CC1=CC=C(C(=O)OCC)C=C1)C (ethyl 4-[(5,6-dihydro5,5-dimethyl-8-(4- methylphenyl)-2-naphthalenyl)ethynyl]benzoate), CC1(C=2C=CC(=CC2C(=CC1)C1=CC=C(C=C1)C)C#CC1=CC=C(C(=O)OCC)C=C1)C (ethyl 4-[(5,6-dihydro5,5-dimethyl-8-(4- methylphenyl)-2-naphthalenyl)ethynyl]benzoate), CC1(C=2C=CC(=CC2C(=CC1)OS(=O)(=O)C(F)(F)F)C#CC1=CC=C(C(=O)OCC)C=C1)C (ethyl 4-[(5,6-dihydro-5,5-dimethyl-8-(trifluoromethylsulfonyl)oxy-2-naphthalenyl)ethynyl]benzoate), CC1(C=2C=CC(=CC2C(=CC1)OS(=O)(=O)C(F)(F)F)C#CC1=CC=C(C(=O)OCC)C=C1)C (ethyl 4-[(5,6-dihydro-5,5-dimethyl-8-(trifluoromethylsulfonyl)oxy-2-naphthalenyl)ethynyl]benzoate). Yields the product CC1(C=2C=CC(=CC2C(=CC1)C1=CC=C(C=C1)CC)C#CC1=CC=C(C(=O)OCC)C=C1)C (Ethyl 4-[(5,6-dihydro-5,5-dimethyl-8-(4-ethylphenyl)-2-naphthalenyl)ethynyl]benzoate). Reaction SMILES: [CH3:1][C:2]1([CH3:32])[CH2:11][CH:10]=[C:9]([C:12]2[CH:17]=[CH:16][C:15]([CH3:18])=[CH:14][CH:13]=2)[C:8]2[CH:7]=[C:6]([C:19]#[C:20][C:21]3[CH:31]=[CH:30][C:24]([C:25]([O:27][CH2:28][CH3:29])=[O:26])=[CH:23][CH:22]=3)[CH:5]=[CH:4][C:3]1=2.[CH3:33]C1(C)CC=C(OS(C(F)(F)F)(=O)=O)C2C=C(C#CC3C=CC(C(OCC)=O)=CC=3)C=CC1=2>>[CH3:32][C:2]1([CH3:1])[CH2:11][CH:10]=[C:9]([C:12]2[CH:17]=[CH:16][C:15]([CH2:18][CH3:33])=[CH:14][CH:13]=2)[C:8]2[CH:7]=[C:6]([C:19]#[C:20][C:21]3[CH:22]=[CH:23][C:24]([C:25]([O:27][CH2:28][CH3:29])=[O:26])=[CH:30][CH:31]=3)[CH:5]=[CH:4][C:3]1=2. Procedure details: Employing the same general procedure as for the preparation of ethyl 4-[(5,6-dihydro-5,5-dimethyl-8-(4- methylphenyl)-2-naphthalenyl)ethynyl]benzoate (Compound 1), 250.0 mg (0.522 mmol) of ethyl 4-[(5,6-dihydro-5,5- dimethyl-8-(trifluoromethylsulfonyl)oxy-2- naphthalenyl)ethynyl]benzoate (Compound G) was converted into the title compound (colorless solid) using 249.0 mg (1.827 mmol) of zinc chloride, 24 mg (0.02 mmol) of tetrakis(triphenylphosphine)palladium(0) in 2.0 ml of THF, and 4-ethylpheny... Run at time 20 minute. The reactants are BrBr (bromine), C(C1=CC=CC=C1)C1=CC=NC=C1 (4-benzylpyridine), OC1=CC=C(C=C1)C(CC)=O (4'-hydroxypropiophenone). The solvent is CO (methanol), CO (methanol). The product is CC(C(C=1C=CC(=CC1)O)O)N2CCC(CC2)CC=3C=CC=CC3.Br (ifenprodil hydrobromide). Yield: 62.7%. As a reaction SMILES: [OH:1][C:2]1[CH:7]=[CH:6][C:5]([C:8](=[O:11])[CH2:9][CH3:10])=[CH:4][CH:3]=1.[Br:12]Br.[CH2:14]([C:21]1[CH:26]=[CH:25][N:24]=[CH:23][CH:22]=1)[C:15]1[CH:20]=[CH:19][CH:18]=[CH:17][CH:16]=1>CO>[CH3:10][CH:9]([N:24]1[CH2:25][CH2:26][CH:21]([CH2:14][C:15]2[CH:16]=[CH:17][CH:18]=[CH:19][CH:20]=2)[CH2:22][CH2:23]1)[CH:8]([OH:11])[C:5]1[CH:6]=[CH:7][C:2]([OH:1])=[CH:3][CH:4]=1.[BrH:12] |f:4.5|. Reported procedure: To 5 ml of methanol were added 6.0 g of 4'-hydroxypropiophenone. 6.4 Grams of bromine were added dropwise to the mixture with stirring at room temperature. The reaction liquid was stirred for an additional 10 minutes and then nitrogen gas was introduced thereinto at a flow rate of 400 ml/minute for 20 minutes at room temperature. To the reaction liquid were then added 7.5 g of 4-benzylpyridine and 100 ml of methanol, and the mixture was refluxed under heating for 8 hours. The reaction mixture wa... As a reaction SMILES: [Br:1][c:2]1[c:3]([F:10])[cH:4][c:5]([CH2:8][Br:9])[cH:6][cH:7]1.[C:16](=[O:17])([OH:18])[O-:19].[CH3:12][C:13]([O-:14])=[O:15].[Na+:11].[Na+:20].[O:21]=[CH:22][N:23]([CH3:24])[CH3:25]>>[Br:1][c:2]1[c:3]([F:10])[cH:4][c:5]([CH2:8][O:15][C:13]([CH3:12])=[O:14])[cH:6][cH:7]1. Product: CC(=O)OCc1ccc(Br)c(F)c1. Reactants: Fc1cc(CBr)ccc1Br, O=C([O-])O, CC(=O)[O-], [Na+], [Na+], CN(C)C=O. Starting materials: C(C1=CC=CC=C1)OCCC[C@@H]1CN(CC1)C=1C=NC=C(C1)OC[C@H]1N(CCC1)C(=O)OC(C)(C)C (3-[3(S)-[3-(benzyloxy)propyl]-1-pyrrolidinyl]-5-[[1-(tert-butoxycarbonyl)-2(S)-pyrrolidinyl]methoxy]pyridine), C(=O)(C(F)(F)F)O (CF3COOH). Solvent: C(Cl)Cl.O (CH2Cl2 H2O). Reaction conditions: time 3 hour. Product: C(C1=CC=CC=C1)OCCC[C@@H]1CN(CC1)C=1C=NC=C(C1)OC[C@H]1NCCC1 (3-[3 (S)-[3-(Benzyloxy)propyl]-1-pyrrolidinyl]-5-[(2(S)-pyrrolidinyl)methoxy]pyridine). Yield: 70.1%. Reaction SMILES: [CH2:1]([O:8][CH2:9][CH2:10][CH2:11][C@H:12]1[CH2:16][CH2:15][N:14]([C:17]2[CH:18]=[N:19][CH:20]=[C:21]([O:23][CH2:24][C@@H:25]3[CH2:29][CH2:28][CH2:27][N:26]3C(OC(C)(C)C)=O)[CH:22]=2)[CH2:13]1)[C:2]1[CH:7]=[CH:6][CH:5]=[CH:4][CH:3]=1.C(O)(C(F)(F)F)=O>C(Cl)Cl.O>[CH2:1]([O:8][CH2:9][CH2:10][CH2:11][C@H:12]1[CH2:16][CH2:15][N:14]([C:17]2[CH:18]=[N:19][CH:20]=[C:21]([O:23][CH2:24][C@@H:25]3[CH2:29][CH2:28][CH2:27][NH:26]3)[CH:22]=2)[CH2:13]1)[C:2]1[CH:3]=[CH:4][CH:5]=[CH:6][CH:7]=1 |f:2.3|. Procedure details: To a 25 mL round-bottom flask containing a solution of 3-[3(S)-[3-(benzyloxy)propyl]-1-pyrrolidinyl]-5-[[1-(tert-butoxycarbonyl)-2(S)-pyrrolidinyl]methoxy]pyridine (500 mg, 1.01 mmol) in CH2Cl2/H2O (7.5/0.15 mL) was added CF3COOH (1.5 mL) at 0° C. under N2. The reaction mixture was stirred for 3 h at room temperature. After evaporation under reduced pressure, the crude product (310 mg) was purified by preparative HPLC (column: SunFire Prep C18, 150×19 mm, 5 μm particle size; UV detection at 270 ... The reactants are C(=O)(OCC)CCCCC=1C(CCC1)=O.C=1C(=CC=[N+](C1)C[N+]2=CC=C(C=C2)/C=N/O)/C=N/O.[Br-].[Br-] (2-(4-carbethoxybutyl)-2-cyclopentenone methoxime), ( 12,020 ), [H-] (hydride), [K+].[Br-] (KBr). Yields the product OCCCCCC=1C(CCC1)=O.C=1C(=CC=[N+](C1)C[N+]2=CC=C(C=C2)/C=N/O)/C=N/O.[Br-].[Br-] (2-(5-hydroxypentyl)-2-cyclopentenone methoxime). RXN SMILES: [C:1]([CH2:6][CH2:7][CH2:8][CH2:9][C:10]1[C:11](=[O:15])[CH2:12][CH2:13][CH:14]=1)(OCC)=[O:2].[CH:16]1[C:17](/[CH:32]=[N:33]/[OH:34])=[CH:18][CH:19]=[N+:20]([CH2:22][N+:23]2[CH:28]=[CH:27][C:26](/[CH:29]=[N:30]/[OH:31])=[CH:25][CH:24]=2)[CH:21]=1.[Br-:35].[Br-].[H-].[K+].[Br-]>>[OH:2][CH2:1][CH2:6][CH2:7][CH2:8][CH2:9][C:10]1[C:11](=[O:15])[CH2:12][CH2:13][CH:14]=1.[CH:18]1[C:17](/[CH:32]=[N:33]/[OH:34])=[CH:16][CH:21]=[N+:20]([CH2:22][N+:23]2[CH:24]=[CH:25][C:26](/[CH:29]=[N:30]/[OH:31])=[CH:27][CH:28]=2)[CH:19]=1.[Br-:35].[Br-:35] |f:0.1.2.3,5.6,7.8.9.10|. Procedure details: Treatment of 2-(4-carbethoxybutyl)-2-cyclopentenomethoxime (Example 24) with diisobutyl alumium hydride in the manner described in Example 17 gives crystals, m.p. 33°-35° C. IR (KBr) 3420, 1630, 1050, 886 cm-1. 243 maxMeOH 243 (12,020). Reactants: CC(=O)O[BH-](OC(C)=O)OC(C)=O, C1COCCN1, CC(=O)O, CC(Cl)Cl, [Na+], O=CCCc1ccc(-c2cnc3c(-c4ccccc4)cnn3c2)cc1. The product is c1ccc(-c2cnn3cc(-c4ccc(CCCN5CCOCC5)cc4)cnc23)cc1. Reaction SMILES: [C:36]([O:37][BH-:38]([O:39][C:40](=[O:41])[CH3:42])[O:43][C:44](=[O:45])[CH3:46])(=[O:47])[CH3:48].[CH2:26]1[CH2:27][O:28][CH2:29][CH2:30][NH:31]1.[CH3:32][C:33](=[O:34])[OH:35].[Cl:50][CH:51]([Cl:52])[CH3:53].[Na+:49].[c:1]1(-[c:7]2[cH:8][n:9][n:10]3[c:11]2[n:12][cH:13][c:14](-[c:16]2[cH:17][cH:18][c:19]([CH2:22][CH2:23][CH:24]=[O:25])[cH:20][cH:21]2)[cH:15]3)[cH:2][cH:3][cH:4][cH:5][cH:6]1>>[c:1]1(-[c:7]2[cH:8][n:9][n:10]3[c:11]2[n:12][cH:13][c:14](-[c:16]2[cH:17][cH:18][c:19]([CH2:22][CH2:23][CH2:24][N:31]4[CH2:26][CH2:27][O:28][CH2:29][CH2:30]4)[cH:20][cH:21]2)[cH:15]3)[cH:2][cH:3][cH:4][cH:5][cH:6]1. Reactants: [H-].[Na+] (sodium hydride), ClCOC (chloromethoxymethane), Cl (hydrochloric acid), FC1=CC=2C3=C(NC2C=C1)C(N(N=C3C(=O)OCC)C3=CC=CC=C3)=O (ethyl 8-fluoro-4-oxo-3-phenyl-3,5-dihydro-4H-pyridazino[4,5-b]indole-1-carboxylate). The solvent is CN(C=O)C (dimethylformamide), O1CCCC1 (tetrahydrofuran), CN(C=O)C (dimethylformamide). Reaction conditions: time 1.5 hour. Yields the product FC1=CC=2C3=C(N(C2C=C1)COC)C(N(N=C3C(=O)OCC)C3=CC=CC=C3)=O (Ethyl 8-fluoro-5-(methoxymethyl)-4-oxo-3-phenyl-3,5-dihydro-4H-pyridazino[4,5-b]indole-1-carboxylate). Yield: 94.5%. Reaction SMILES: [F:1][C:2]1[CH:10]=[CH:9][C:8]2[NH:7][C:6]3[C:11](=[O:26])[N:12]([C:20]4[CH:25]=[CH:24][CH:23]=[CH:22][CH:21]=4)[N:13]=[C:14]([C:15]([O:17][CH2:18][CH3:19])=[O:16])[C:5]=3[C:4]=2[CH:3]=1.[H-].[Na+].Cl[CH2:30][O:31][CH3:32].Cl>CN(C)C=O.O1CCCC1>[F:1][C:2]1[CH:10]=[CH:9][C:8]2[N:7]([CH2:30][O:31][CH3:32])[C:6]3[C:11](=[O:26])[N:12]([C:20]4[CH:21]=[CH:22][CH:23]=[CH:24][CH:25]=4)[N:13]=[C:14]([C:15]([O:17][CH2:18][CH3:19])=[O:16])[C:5]=3[C:4]=2[CH:3]=1 |f:1.2|. Procedure: A suspension of 3.9 g (11 mmol) of ethyl 8-fluoro-4-oxo-3-phenyl-3,5-dihydro-4H-pyridazino[4,5-b]indole-1-carboxylate in 200 ml of dimethylformamide is added to a suspension of 0.66 g (16 mmol) of sodium hydride in 100 ml of dimethylformamide. The mixture is stirred for 1.5 h at room temperature and a solution of 1.15 ml (14.3 mmol) of chloromethoxymethane in 10 ml of tetrahydrofuran is added. The mixture is stirred for 2 h, a solution of dilute hydrochloric acid is added and the precipitate is ... The reactants are C(C1=CC=CC=C1)=O (benzaldehyde), morpholine enamine, C1(CCCC1)=O (cyclopentanone). Product: C(/C1=CC=CC=C1)=C/1\C(CCC1)=O (2-(E)-benzylidene cyclopentanone). As a reaction SMILES: [CH:1](=O)[C:2]1[CH:7]=[CH:6][CH:5]=[CH:4][CH:3]=1.[C:9]1(=[O:14])[CH2:13][CH2:12][CH2:11][CH2:10]1>>[CH:1](=[C:10]1/[C:9](=[O:14])[CH2:13][CH2:12][CH2:11]/1)\[C:2]1[CH:7]=[CH:6][CH:5]=[CH:4][CH:3]=1. Procedure details: The procedure was similar to that in Example 4 by reacting benzaldehyde with the morpholine enamine of cyclopentanone to give 2-(E)-benzylidene cyclopentanone. The melting point of this intermediate compound was determined to be 67°-69° C. A subsequent Mannich reaction yielded the 2-Dimethylaminomethyl-5-(E)-benzylidene cyclopentanone hydrochloride. The melting point of the product was determined to be 153°-155° C.